From a dataset of the Open Reaction Database (ORD), a public repository of structured organic reaction records. describe an organic reaction: reactants, conditions, products, and yield Reagents/catalysts: N1=CC=CC=C1 (pyridine), C[Si](C)(C)OS(=O)(=O)O[Si](C)(C)C (bis(trimethylsilyl)sulphate). The reactants are BrCCCCCCCCCCO (1-bromodecan-10-ol), O1CCCC=C1 (3,4-dihydro-2H-pyran). Run in ClCCl (dichloromethane). Reaction conditions: time 6 hour. Procedure: A mixture of 100 g 1-bromodecan-10-ol, 2.1 g bis(trimethylsilyl)sulphate, 43 g 3,4-dihydro-2H-pyran and 500 ml dichloromethane is stirred for 6 hours at room temperature. Several drops of pyridine are added and the reaction mixture evaporated down. The residue is purified by column chromatography on silica gel using hexane/ethyl acetate (1/1 v/v) as eluent to yield 58 g of 1-bromo-10-[tetrahydropyranyloxy]decane. As a reaction SMILES: [Br:1][CH2:2][CH2:3][CH2:4][CH2:5][CH2:6][CH2:7][CH2:8][CH2:9][CH2:10][CH2:11][OH:12].[O:13]1[CH:18]=[CH:17][CH2:16][CH2:15][CH2:14]1>N1C=CC=CC=1.C[Si](OS(O[Si](C)(C)C)(=O)=O)(C)C.ClCCl>[Br:1][CH2:2][CH2:3][CH2:4][CH2:5][CH2:6][CH2:7][CH2:8][CH2:9][CH2:10][CH2:11][O:12][CH:14]1[CH2:15][CH2:16][CH2:17][CH2:18][O:13]1. Yields the product BrCCCCCCCCCCOC1OCCCC1 (1-bromo-10-[tetrahydropyranyloxy]decane). Isolated yield 42.8%. Reactants: CCO, CCOCC, COC(=O)C(C)(C)c1ccc(Cl)cc1F, [K+], [OH-]. Product: CC(C)(C(=O)O)c1ccc(Cl)cc1F. RXN SMILES: [CH3:18][CH2:19][OH:20].[CH3:21][CH2:22][O:23][CH2:24][CH3:25].[Cl:1][c:2]1[cH:3][c:4]([F:15])[c:5]([C:8]([C:9](=[O:10])[O:11][CH3:12])([CH3:13])[CH3:14])[cH:6][cH:7]1.[K+:17].[OH-:16]>>[Cl:1][c:2]1[cH:3][c:4]([F:15])[c:5]([C:8]([C:9](=[O:10])[OH:11])([CH3:13])[CH3:14])[cH:6][cH:7]1. Starting materials: brown crystals, BrC=1C(N(OC1)N)C (4-bromo-3-methyl-2-aminoisoxazole), [H-].[Na+] (NaH), CC=1OC(=CC1S(=O)(=O)Cl)C (2,5-dimethylfuran 3-sulfonyl chloride). Product: O1C(=CC=C1)S(=O)(=O)Cl (Furan-2-sulfonyl chloride), 0.21. The yield is 32.0%. As a reaction SMILES: Br[C:2]1[CH:3]([CH3:8])N(N)[O:5][CH:6]=1.[H-].[Na+].CC1OC(C)=CC=1[S:17]([Cl:20])(=[O:19])=[O:18]>>[O:5]1[CH:6]=[CH:2][CH:3]=[C:8]1[S:17]([Cl:20])(=[O:19])=[O:18] |f:1.2|. Procedure details: Furan-2-sulfonyl chloride was prepared by the method of Example 1 with 4-bromo-3-methyl-2-aminoisoxazole (0.354 g, 2.0 mmol), NaH (60% oil dispersion) (200 g, 5.0 mmol) and 2,5-dimethylfuran 3-sulfonyl chloride (0.467 g, 2.4 mmol). Flash chromatography (5% CH3OH/CHCl3) and recrystallization from CHCl3 /hexane provided 0.21 4 g (32% yield) of light brown crystals (m.p. 85.5°-87° C.). The reactants are O (water), aqueous solution, CNC (dimethylamine), ClC=1C=CC(=C(C#N)C1)[N+](=O)[O-] (5-chloro-2-nitrobenzonitrile). The solvent is CN(C=O)C (dimethylformamide). Reaction conditions: time 1 hour. Yields the product CN(C=1C=CC(=C(C#N)C1)[N+](=O)[O-])C (5-dimethylamino-2-nitrobenzonitrile). RXN SMILES: Cl[C:2]1[CH:3]=[CH:4][C:5]([N+:10]([O-:12])=[O:11])=[C:6]([CH:9]=1)[C:7]#[N:8].[CH3:13][NH:14][CH3:15].O>CN(C)C=O>[CH3:13][N:14]([CH3:15])[C:2]1[CH:3]=[CH:4][C:5]([N+:10]([O-:12])=[O:11])=[C:6]([CH:9]=1)[C:7]#[N:8]. Procedure: 65 g of 5-chloro-2-nitrobenzonitrile was dissolved in 150 ml of dimethylformamide, and 150 ml of a 50% aqueous solution of dimethylamine was added thereto. After cooling the heat generated, the mixture was stirred at room temperature for 1 hour. The reaction mixture was poured into water, and the precipitate thus formed was collected by filtration, washed with water and then with methanol to obtain 64.5 g of 5-dimethylamino-2-nitrobenzonitrile (melting point: 174°-175° C.). Product: COC(=O)C1CC(Oc2ccccc2)CN1S(=O)(=O)c1ccc(OC)c(OC)c1. As a reaction SMILES: [CH2:62]1[O:63][CH2:64][CH2:65][CH2:66]1.[CH3:1][O:2][C:3](=[O:4])[CH:5]1[N:6]([S:11](=[O:12])(=[O:13])[c:14]2[cH:15][c:16]([O:22][CH3:23])[c:17]([O:20][CH3:21])[cH:18][cH:19]2)[CH2:7][CH:8]([OH:10])[CH2:9]1.[O:50]=[C:51]([O:52][CH2:53][CH3:54])[N:55]=[N:56][C:57]([O:58][CH2:59][CH3:60])=[O:61].[OH:24][c:25]1[cH:26][cH:27][cH:28][cH:29][cH:30]1.[c:31]1([P:32]([c:33]2[cH:34][cH:35][cH:36][cH:37][cH:38]2)[c:39]2[cH:40][cH:41][cH:42][cH:43][cH:44]2)[cH:45][cH:46][cH:47][cH:48][cH:49]1>>[CH3:1][O:2][C:3](=[O:4])[CH:5]1[N:6]([S:11](=[O:12])(=[O:13])[c:14]2[cH:15][c:16]([O:22][CH3:23])[c:17]([O:20][CH3:21])[cH:18][cH:19]2)[CH2:7][CH:8]([O:10][c:25]2[cH:26][cH:27][cH:28][cH:29][cH:30]2)[CH2:9]1. Starting materials: C1CCOC1, COC(=O)C1CC(O)CN1S(=O)(=O)c1ccc(OC)c(OC)c1, CCOC(=O)N=NC(=O)OCC, Oc1ccccc1, c1ccc(P(c2ccccc2)c2ccccc2)cc1. Starting materials: O=C(Cl)c1ccc(Cl)nc1, O=S(Cl)Cl. The product is O=C(O)c1ccc(Cl)nc1. RXN SMILES: [Cl:1][c:2]1[n:3][cH:4][c:5]([C:6](=[O:7])[Cl:8])[cH:9][cH:10]1.[S:11](=[O:12])([Cl:13])[Cl:14]>>[Cl:1][c:2]1[n:3][cH:4][c:5]([C:6](=[O:7])[OH:12])[cH:9][cH:10]1. Starting materials: CCOC(=O)c1[nH]c(-n2ccc(OCc3ccccc3)cc2=O)nc1C, Cl, [Na+], [OH-]. Yields the product Cc1nc(-n2ccc(OCc3ccccc3)cc2=O)[nH]c1C(=O)O. As a reaction SMILES: [CH2:1]([c:2]1[cH:3][cH:4][cH:5][cH:6][cH:7]1)[O:8][c:9]1[cH:10][c:11](=[O:26])[n:12](-[c:15]2[nH:16][c:17]([C:21](=[O:22])[O:23][CH2:24][CH3:25])[c:18]([CH3:20])[n:19]2)[cH:13][cH:14]1.[ClH:27].[Na+:29].[OH-:28]>>[CH2:1]([c:2]1[cH:3][cH:4][cH:5][cH:6][cH:7]1)[O:8][c:9]1[cH:10][c:11](=[O:26])[n:12](-[c:15]2[nH:16][c:17]([C:21](=[O:22])[OH:23])[c:18]([CH3:20])[n:19]2)[cH:13][cH:14]1. Reactants: CS(=O)(=O)OCCC=1OC2=C(C1)C=C(C=C2)C2=CC=C(C=C2)C(=O)N2CCOCC2 (2-{5-[4-(4-morpholinylcarbonyl)phenyl]-1-benzofuran-2-yl}ethyl methanesulfonate), CC1CCNCC1 (4-methyl piperidine). Yields the product CC1CCN(CC1)CCC=1OC2=C(C1)C=C(C=C2)C2=CC=C(C(=O)N1CCOCC1)C=C2 (4-(4-{2-[2-(4-methyl-1-piperidinyl)ethyl]-1-benzofuran-5-yl}benzoyl)morpholine). As a reaction SMILES: CS(O[CH2:6][CH2:7][C:8]1[O:9][C:10]2[CH:16]=[CH:15][C:14]([C:17]3[CH:22]=[CH:21][C:20]([C:23]([N:25]4[CH2:30][CH2:29][O:28][CH2:27][CH2:26]4)=[O:24])=[CH:19][CH:18]=3)=[CH:13][C:11]=2[CH:12]=1)(=O)=O.[CH3:31][CH:32]1[CH2:37][CH2:36][NH:35][CH2:34][CH2:33]1>>[CH3:31][CH:32]1[CH2:37][CH2:36][N:35]([CH2:6][CH2:7][C:8]2[O:9][C:10]3[CH:16]=[CH:15][C:14]([C:17]4[CH:22]=[CH:21][C:20]([C:23]([N:25]5[CH2:26][CH2:27][O:28][CH2:29][CH2:30]5)=[O:24])=[CH:19][CH:18]=4)=[CH:13][C:11]=3[CH:12]=2)[CH2:34][CH2:33]1. Procedure details: The product from Example 23D and 4-methyl piperidine were processed as described in Example 1D to provide the titled compound. 1H NMR (300 MHz, CD3OD) δ 7.82 (m, 1H), 7.75 (d, J=8.1, 2H), 7.58 (m, 2H), 7.52 (d, J=8.1 Hz, 2H), 6.76 (s, 1H), 3.35-3.8 (m, 14H), 3.05 (m, 2H), 2.00 (m, 2H), 1.75 (m, 1H), 1.49 (m, 2H), 1.05 (d, J=6.6 Hz, 3H); MS (DCI) m/z 433 (M+H)+; The reactants are COC(C(C1=CC=C(C=C1)OCC1=NC2=CC=CC=C2C=C1)C1CCCC1)=O (2-cyclopentyl-2-(4-(2-quinolylmethoxy)phenyl)acetic acid methyl ester), [OH-].[Na+] (sodium hydroxide). Run in CO (methanol). Conditions: temperature 50 celsius. Yields the product C1(CCCC1)C(C(=O)O)C1=CC=C(C=C1)OCC1=NC2=CC=CC=C2C=C1 (2-cyclopentyl-2-(4-(2-quinolylmethoxy)phenyl)acetic acid). RXN SMILES: C[O:2][C:3](=[O:28])[CH:4]([CH:23]1[CH2:27][CH2:26][CH2:25][CH2:24]1)[C:5]1[CH:10]=[CH:9][C:8]([O:11][CH2:12][C:13]2[CH:22]=[CH:21][C:20]3[C:15](=[CH:16][CH:17]=[CH:18][CH:19]=3)[N:14]=2)=[CH:7][CH:6]=1.[OH-].[Na+]>CO>[CH:23]1([CH:4]([C:5]2[CH:10]=[CH:9][C:8]([O:11][CH2:12][C:13]3[CH:22]=[CH:21][C:20]4[C:15](=[CH:16][CH:17]=[CH:18][CH:19]=4)[N:14]=3)=[CH:7][CH:6]=2)[C:3]([OH:28])=[O:2])[CH2:24][CH2:25][CH2:26][CH2:27]1 |f:1.2|. Procedure details: To a solution of the 2-cyclopentyl-2-(4-(2-quinolylmethoxy)phenyl)acetic acid methyl ester prepared in step 1 in methanol (100 ml) was added dropwise 1N sodium hydroxide (25 ml) and the resulting mixture was refluxed at 50° C. for 16 hours. The reaction mixture was then cooled to room temperature, and the methanol was removed in vacuo. The residue was acidified with 10% citric acid and the resulting solid was filtered, washed with water and dried in vacuo to provide 4.8 g of 2-cyclopentyl-2-(4-(... The reactants are CCOC(=O)C1CCCC1=O, CC12CCC(CN(F)S(=O)(=O)C1)C2(C)C, [H-], [Na+], C1CCOC1, O=C(O)C(=O)O. The product is CCOC(=O)C1(F)CCCC1=O. RXN SMILES: [C:3](=[O:4])([O:5][CH2:6][CH3:7])[CH:8]1[C:9](=[O:13])[CH2:10][CH2:11][CH2:12]1.[F:14][N:15]1[CH2:16][CH:17]2[CH2:18][CH2:19][C:20]([CH3:24])([C:21]2([CH3:22])[CH3:23])[CH2:25][S:26]1(=[O:27])=[O:28].[H-:1].[Na+:2].[O:35]1[CH2:36][CH2:37][CH2:38][CH2:39]1.[OH:29][C:30]([C:31](=[O:32])[OH:33])=[O:34]>>[C:3](=[O:4])([O:5][CH2:6][CH3:7])[C:8]1([F:14])[C:9](=[O:13])[CH2:10][CH2:11][CH2:12]1.